Dataset: the Open Reaction Database (ORD), a public repository of structured organic reaction records. Task: describe an organic reaction: reactants, conditions, products, and yield Reactants: ClC=1N=C(C2=C(N1)C=C(O2)CN2CCN(CC2)S(=O)(=O)C)N2CCOCC2 (2-Chloro-6-((4-(methylsulfonyl)piperazin-1-yl)methyl)-4-morpholinofuro[3,2-d]pyrimidine), COC1=NC=C(C=N1)B(O)O (2-methoxypyrimidine-5-boronic acid). The product is COC1=NC=C(C=N1)C=1N=C(C2=C(N1)C=C(O2)CN2CCN(CC2)S(=O)(=O)C)N2CCOCC2 (2-(2-methoxypyrimidin-5-yl)-4-morpholino-6-((4-N-methylsulfonylpiperazin-1-yl)methyl)furo[3,2-d]pyrimidine). Reaction SMILES: Cl[C:2]1[N:3]=[C:4]([N:22]2[CH2:27][CH2:26][O:25][CH2:24][CH2:23]2)[C:5]2[O:10][C:9]([CH2:11][N:12]3[CH2:17][CH2:16][N:15]([S:18]([CH3:21])(=[O:20])=[O:19])[CH2:14][CH2:13]3)=[CH:8][C:6]=2[N:7]=1.[CH3:28][O:29][C:30]1[N:35]=[CH:34][C:33](B(O)O)=[CH:32][N:31]=1>>[CH3:28][O:29][C:30]1[N:35]=[CH:34][C:33]([C:2]2[N:3]=[C:4]([N:22]3[CH2:27][CH2:26][O:25][CH2:24][CH2:23]3)[C:5]3[O:10][C:9]([CH2:11][N:12]4[CH2:17][CH2:16][N:15]([S:18]([CH3:21])(=[O:20])=[O:19])[CH2:14][CH2:13]4)=[CH:8][C:6]=3[N:7]=2)=[CH:32][N:31]=1. Reported procedure: 2-Chloro-6-((4-(methylsulfonyl)piperazin-1-yl)methyl)-4-morpholinofuro[3,2-d]pyrimidine (Example 153) was reacted with 2-methoxypyrimidine-5-boronic acid via General Procedure E to give, after purification by reverse HPLC, 4 mg of 237. MS (Q1) 490 (M+). Starting materials: ClC1=CC=CC(=C1C(=O)OC1=CC=C(C=C1)[N+](=O)[O-])OC1=NC(=CC(=N1)OC)OC (4-nitrophenyl 6-chloro-2-(4,6-dimethoxypyrimidin-2-yloxy)benzoate), CC(C)S(=O)(=O)N (1-methylethylsulfonamide), C([O-])([O-])=O.[K+].[K+] (potassium carbonate). Solvent: C(C)#N (acetonitrile). Yields the product ClC=1C(=C(OC2=NC(=CC(=N2)OC)OC)C=CC1)C(=O)NS(=O)(=O)C(C)C (2-[3-chloro-2-(1-methylethylsulfonylaminocarbonyl)phenoxy]-4,6dimethoxypyrimidine). Isolated yield 38.5%. RXN SMILES: [Cl:1][C:2]1[C:7]([C:8]([O:10]C2C=CC([N+]([O-])=O)=CC=2)=O)=[C:6]([O:20][C:21]2[N:26]=[C:25]([O:27][CH3:28])[CH:24]=[C:23]([O:29][CH3:30])[N:22]=2)[CH:5]=[CH:4][CH:3]=1.[CH3:31][CH:32]([S:34]([NH2:37])(=[O:36])=[O:35])[CH3:33].C(=O)([O-])[O-].[K+].[K+]>C(#N)C>[Cl:1][C:2]1[C:7]([C:8]([NH:37][S:34]([CH:32]([CH3:33])[CH3:31])(=[O:36])=[O:35])=[O:10])=[C:6]([CH:5]=[CH:4][CH:3]=1)[O:20][C:21]1[N:22]=[C:23]([O:29][CH3:30])[CH:24]=[C:25]([O:27][CH3:28])[N:26]=1 |f:2.3.4|. Reported procedure: A stirred solution of 0.43 grams (0.001 mole) of 4-nitrophenyl 6-chloro-2-(4,6-dimethoxypyrimidin-2-yloxy)benzoate (prepared in Steps F and G), 0.12 gram (0.001 mole) of 1-methylethylsulfonamide, and 0.14 gram (0.001 mole) of potassium carbonate in 5 mL of acetonitrile was heated at reflux for five hours. The reaction mixture was then cooled and concentrated under reduced pressure to a residue. The residue was stirred with ethyl acetate and water, and the aqueous layer was separated. The aqueous... The reactants are O1C(=NC2=C1C=CC=C2)N2[C@@H](CCCC2)C(=O)O ((2S)-1-(1,3-benzoxazol-2-yl)-2-piperidinecarboxylic acid), C[C@@H]1N([C@@H](CCC1)C)CCN (2-[(cis)-2,6-dimethyl-1-piperidinyl]ethylamine). The product is N (ammonia), O1C(=NC2=C1C=CC=C2)N2[C@@H](CCCC2)C(=O)NCCN2[C@H](CCC[C@H]2C)C ((2S)-1-(1,3-benzoxazol-2-yl)-N2 -2-[(cis)-2,6-dimethyl-1-piperidinyl]ethyl-2-piperidinecarboxamide). RXN SMILES: [O:1]1[C:5]2[CH:6]=[CH:7][CH:8]=[CH:9][C:4]=2[N:3]=[C:2]1[N:10]1[CH2:15][CH2:14][CH2:13][CH2:12][C@H:11]1[C:16]([OH:18])=O.[CH3:19][C@H:20]1[CH2:25][CH2:24][CH2:23][C@@H:22]([CH3:26])[N:21]1[CH2:27][CH2:28][NH2:29]>>[NH3:3].[O:1]1[C:5]2[CH:6]=[CH:7][CH:8]=[CH:9][C:4]=2[N:3]=[C:2]1[N:10]1[CH2:15][CH2:14][CH2:13][CH2:12][C@H:11]1[C:16]([NH:29][CH2:28][CH2:27][N:21]1[C@H:22]([CH3:26])[CH2:23][CH2:24][CH2:25][C@@H:20]1[CH3:19])=[O:18]. Reported procedure: The title compound was prepared by a similar method to Example 1 from (2S)-1-(1,3-benzoxazol-2-yl)-2-piperidinecarboxylic acid [see Preparation 3] and 2-[(cis)-2,6-dimethyl-1-piperidinyl]ethylamine [J. Med. Chem., 27; 5, (1984), 684-691]. The crude product was purified by column chromatography on silica gel eluting with a solvent system of 93:7:1, by volume, dichloromethane:methanol:0.88 aqueous ammonia solution, to afford (2S)-1-(1,3-benzoxazol-2-yl)-N2 -2-[(cis)-2,6-dimethyl-1-piperidinyl]ethy... Reagents/catalysts: C1=CC=C(C=C1)P(C2=CC=CC=C2)C3=CC=CC=C3.C1=CC=C(C=C1)P(C2=CC=CC=C2)C3=CC=CC=C3.Cl[Pd]Cl (bis(triphenylphosphine)palladium (II) chloride), [Cu](I)I (copper iodide). Run in C(C)N(CC)CC (triethylamine), CN(C)C=O (DMF). Starting materials: C(C)OC(COC1=C(C=C(C=C1)SCC1=CC(=CC(=C1)O)Br)C)=O ([4-(3-Bromo-5-hydroxy-benzylsulfanyl)-2-methyl-phenoxy]-acetic acid ethyl ester), C1(=CC=CC=C1)CC#C (3-phenyl-1-propyn), C1(=CC=CC=C1)CC#C (3-phenyl-1-propyn). RXN SMILES: [CH2:1]([O:3][C:4](=[O:24])[CH2:5][O:6][C:7]1[CH:12]=[CH:11][C:10]([S:13][CH2:14][C:15]2[CH:20]=[C:19]([OH:21])[CH:18]=[C:17](Br)[CH:16]=2)=[CH:9][C:8]=1[CH3:23])[CH3:2].[C:25]1([CH2:31][C:32]#[CH:33])[CH:30]=[CH:29][CH:28]=[CH:27][CH:26]=1>C(N(CC)CC)C.CN(C=O)C.C1C=CC(P(C2C=CC=CC=2)C2C=CC=CC=2)=CC=1.C1C=CC(P(C2C=CC=CC=2)C2C=CC=CC=2)=CC=1.Cl[Pd]Cl.[Cu](I)I>[CH2:1]([O:3][C:4](=[O:24])[CH2:5][O:6][C:7]1[CH:12]=[CH:11][C:10]([S:13][CH2:14][C:15]2[CH:16]=[C:17]([C:33]#[C:32][CH2:31][C:25]3[CH:30]=[CH:29][CH:28]=[CH:27][CH:26]=3)[CH:18]=[C:19]([OH:21])[CH:20]=2)=[CH:9][C:8]=1[CH3:23])[CH3:2] |f:4.5.6|. Reported procedure: [4-(3-Bromo-5-hydroxy-benzylsulfanyl)-2-methyl-phenoxy]-acetic acid ethyl ester (2 g; 4.9 mmol), 3-phenyl-1-propyn (1.7 g; 14.6 mmol), bis(triphenylphosphine)palladium (II) chloride (0.27 g; 0.39 mmol) and copper iodide (0.056 g; 0.29 mmol) were dissolved in a mixture of triethylamine (5 mL) and DMF (10 mL) under an atmosphere of nitrogen. The reaction mixture was reacted in a microwave oven at 100° C. for 1 h. Further 3-phenyl-1-propyn (1.7 g; 14.6 mmol) was added and the reaction mixture was r... Yields the product C(C)OC(COC1=C(C=C(C=C1)SCC1=CC(=CC(=C1)C#CCC1=CC=CC=C1)O)C)=O ({4-[3-Hydroxy-5-(3-phenyl-prop-1-ynyl)-benzylsulfanyl]-2-methyl-phenoxy}-acetic Acid Ethyl Ester). The reactants are C(C1=CC=CC=C1)N1N=NC(=C1O)CCC(=O)OCC (1-benzyl-4-(2-carbethoxyethyl)-5-hydroxy-1,2,3-triazole), P(=O)(Cl)(Cl)Cl (phosphorus oxychloride), P(Cl)(Cl)(Cl)(Cl)Cl (phosphorus pentachloride). Run at time 2 hour. The product is C(C1=CC=CC=C1)N1N=NC(=C1Cl)CCC(=O)OCC (1-benzyl-4-(2-carbethoxyethyl)-5-chloro-1,2,3-triazole). RXN SMILES: [CH2:1]([N:8]1[C:12](O)=[C:11]([CH2:14][CH2:15][C:16]([O:18][CH2:19][CH3:20])=[O:17])[N:10]=[N:9]1)[C:2]1[CH:7]=[CH:6][CH:5]=[CH:4][CH:3]=1.P(Cl)(Cl)([Cl:23])=O.P(Cl)(Cl)(Cl)(Cl)Cl>>[CH2:1]([N:8]1[C:12]([Cl:23])=[C:11]([CH2:14][CH2:15][C:16]([O:18][CH2:19][CH3:20])=[O:17])[N:10]=[N:9]1)[C:2]1[CH:7]=[CH:6][CH:5]=[CH:4][CH:3]=1. Procedure: To a solution of 1.0 g. (4 mmol.) of 1-benzyl-4-(2-carbethoxyethyl)-5-hydroxy-1,2,3-triazole in 2 ml. of phosphorus oxychloride is added 0.5 g. (5 mmol.) of phosphorus pentachloride. The reaction mixture is stirred at 25° for two hours, then warmed on a steam bath for 10 minutes and evaporated to dryness. The residue is dissolved in 0.5 ml. of phosphorus oxychloride and the solution is heated to reflux for 30 minutes, cooled and evaporated to dryness to give 1-benzyl-4-(2-carbethoxyethyl)-5-chlo...